Dataset: the Open Reaction Database (ORD), a public repository of structured organic reaction records. Task: describe an organic reaction: reactants, conditions, products, and yield The reactants are ClC1N(CCCC1)C(=O)O (chloropiperidinecarboxylic acid), OC1=C(SC2=C1C=CC=C2)C(=O)N (hydroxybenzothiophene amide). Yields the product N1CCC(CC1)OC1=C(SC2=C1C=CC=C2)C(=O)N ((piperidin-4-yloxy)benzothiopheneamide). As a reaction SMILES: Cl[CH:2]1[CH2:7][CH2:6][CH2:5][CH2:4][N:3]1C(O)=O.[OH:11][C:12]1[C:16]2[CH:17]=[CH:18][CH:19]=[CH:20][C:15]=2[S:14][C:13]=1[C:21]([NH2:23])=[O:22]>>[NH:3]1[CH2:2][CH2:7][CH:6]([O:11][C:12]2[C:16]3[CH:17]=[CH:18][CH:19]=[CH:20][C:15]=3[S:14][C:13]=2[C:21]([NH2:23])=[O:22])[CH2:5][CH2:4]1. Procedure details: Referring to Scheme 4, methoxybenzothiophene ester 1, for example, is converted to the corresponding hydroxybenzothiophene carboxylic acid 2 with boron tribromide. Carboxylic acid 2 is coupled with Hca amine to yield hydroxybenzothiophene amide 3. 1-Substituted 4-hydroxypiperidine 4 is coupled with amide 3 to yield (piperidin-4-yloxy)benzothiopheneamide 5. Starting materials: [OH-].[K+] (potassium hydroxide), NC1=NC(=NC=C1C=O)C (4-amino-5-formyl-2-methylpyrimidine), CC(=O)C1=CC=C(C=C1)F (4-fluoroacetophenone). Solvent: CO (methanol). Reaction conditions: temperature 20 celsius, time 20 hour. Yields the product FC1=CC=C(C=C1)C=1C=CC2=C(N=C(N=C2)C)N1 (7-(4-Fluorophenyl)-2-methylpyrido[2,3-d]pyrimidine). The yield is 50.0%. As a reaction SMILES: [OH-].[K+].[NH2:3][C:4]1[C:9]([CH:10]=O)=[CH:8][N:7]=[C:6]([CH3:12])[N:5]=1.[CH3:13][C:14]([C:16]1[CH:21]=[CH:20][C:19]([F:22])=[CH:18][CH:17]=1)=O>CO>[F:22][C:19]1[CH:20]=[CH:21][C:16]([C:14]2[CH:13]=[CH:10][C:9]3[CH:8]=[N:7][C:6]([CH3:12])=[N:5][C:4]=3[N:3]=2)=[CH:17][CH:18]=1 |f:0.1|. Reported procedure: 15 ml of 40% strength by weight aqueous potassium hydroxide solution were slowly added to a suspension of 30.1 g (0.22 mol) of 4-amino-5-formyl-2-methylpyrimidine and 31.7 g (0.23 mol) of 4-fluoroacetophenone in 395 ml of methanol at 20°-25° C., a homogeneous solution being formed. After the mixture had been stirred for 20 hours at about 20° C., the solid formed was isolated and was recrystallized from ethanol. Yield: 50%; mp.>200° C. Reactants: C1CCOC1, COC(=O)CCc1cc(C)c(-c2cc3ccc(-c4nnc(-c5ccc(OC)cc5)o4)cc3[nH]2)c(C)c1, CO, [Na+], [OH-], O. Product: COc1ccc(-c2nnc(-c3ccc4cc(-c5c(C)cc(CCC(=O)O)cc5C)[nH]c4c3)o2)cc1. Reaction SMILES: [CH2:39]1[O:40][CH2:41][CH2:42][CH2:43]1.[CH3:1][O:2][c:3]1[cH:4][cH:5][c:6](-[c:9]2[n:10][n:11][c:12](-[c:14]3[cH:15][cH:16][c:17]4[cH:18][c:19](-[c:23]5[c:24]([CH3:36])[cH:25][c:26]([CH2:30][CH2:31][C:32](=[O:33])[O:34][CH3:35])[cH:27][c:28]5[CH3:29])[nH:20][c:21]4[cH:22]3)[o:13]2)[cH:7][cH:8]1.[CH3:44][OH:45].[Na+:38].[OH-:37].[OH2:46]>>[CH3:1][O:2][c:3]1[cH:4][cH:5][c:6](-[c:9]2[n:10][n:11][c:12](-[c:14]3[cH:15][cH:16][c:17]4[cH:18][c:19](-[c:23]5[c:24]([CH3:36])[cH:25][c:26]([CH2:30][CH2:31][C:32](=[O:33])[OH:34])[cH:27][c:28]5[CH3:29])[nH:20][c:21]4[cH:22]3)[o:13]2)[cH:7][cH:8]1. The reactants are C(C)(=O)O (acetic acid), [OH-].[K+] (potassium hydroxide), C(C(C)C)=O (isobutyraldehyde), CC(=O)C1=CC=C(C=C1)OC (4-methoxyacetophenone). Solvent: O (water), CO (methanol). Conditions: time 3.5 hour. Yields the product CC(C)C=CC(C1=CC=C(C=C1)OC)=O (2-methyl-5-oxo-5-(4'-methoxyphenyl)-3-pentene). Reaction SMILES: [OH-].[K+].[CH3:3][C:4]([C:6]1[CH:11]=[CH:10][C:9]([O:12][CH3:13])=[CH:8][CH:7]=1)=[O:5].[CH:14](=O)[CH:15]([CH3:17])[CH3:16].C(O)(=O)C>O.CO>[CH3:14][CH:15]([CH:17]=[CH:3][C:4](=[O:5])[C:6]1[CH:11]=[CH:10][C:9]([O:12][CH3:13])=[CH:8][CH:7]=1)[CH3:16] |f:0.1|. Procedure details: 17 g of potassium hydroxide were dissolved in 125 ml of water and 125 ml of methanol, and 150 g of 4-methoxyacetophenone were added. 80 g of isobutyraldehyde were added dropwise (in the course of 1.5 hours) at 50° C. After 3.5 hours, the mixture was cooled to room temperature and neutralized with acetic acid (about 20 ml). The dimeric condensation product was filtered off, washed with methanol and dried in air. Yield: 175 g. The solid was mixed with 5 g of sodium acetate and the mixture was dist... Reactants: Cl (hydrogen chloride), CC(=O)C (acetone), FC1=CC=C(C(=O)CC2CN(CC2)CCC2=CNC3=CC=C(C=C23)OC)C=C1 (3-{2-[3-(4-Fluorobenzoylmethyl)pyrrolidin-1-yl]ethyl}-5-methoxyindole). Run in C(C)O (ethanol). The product is Cl.FC1=CC=C(C(=O)CC2CN(CC2)CCC2=CNC3=CC=C(C=C23)OC)C=C1 (3-{2-[3-(4-Fluorobenzoylmethyl)pyrrolidin-1-yl]ethyl}-5-methoxyindole hydrochloride). RXN SMILES: [ClH:1].CC(C)=O.[F:6][C:7]1[CH:33]=[CH:32][C:10]([C:11]([CH2:13][CH:14]2[CH2:18][CH2:17][N:16]([CH2:19][CH2:20][C:21]3[C:29]4[C:24](=[CH:25][CH:26]=[C:27]([O:30][CH3:31])[CH:28]=4)[NH:23][CH:22]=3)[CH2:15]2)=[O:12])=[CH:9][CH:8]=1>C(O)C>[ClH:1].[F:6][C:7]1[CH:33]=[CH:32][C:10]([C:11]([CH2:13][CH:14]2[CH2:18][CH2:17][N:16]([CH2:19][CH2:20][C:21]3[C:29]4[C:24](=[CH:25][CH:26]=[C:27]([O:30][CH3:31])[CH:28]=4)[NH:23][CH:22]=3)[CH2:15]2)=[O:12])=[CH:9][CH:8]=1 |f:4.5|. Procedure: One equivalent of hydrogen chloride in solution in ethanol is added to an acetone solution of the product obtained in Stage 3. Complete evaporation of the solvents results in the hydrochloride of the compound mentioned. The reactants are Cc1ccnc(Br)c1, COc1c(F)cccc1-c1cccc(-n2cnc(C(=O)N(C)OC)c2)c1. Yields the product COc1c(F)cccc1-c1cccc(-n2cnc(C(=O)c3cc(C)ccn3)c2)c1. RXN SMILES: [Br:27][c:28]1[n:29][cH:30][cH:31][c:32]([CH3:34])[cH:33]1.[CH3:1][O:2][N:3]([C:4](=[O:5])[c:6]1[n:7][cH:8][n:9](-[c:11]2[cH:12][c:13](-[c:17]3[c:18]([O:24][CH3:25])[c:19]([F:23])[cH:20][cH:21][cH:22]3)[cH:14][cH:15][cH:16]2)[cH:10]1)[CH3:26]>>[C:4](=[O:5])([c:6]1[n:7][cH:8][n:9](-[c:11]2[cH:12][c:13](-[c:17]3[c:18]([O:24][CH3:25])[c:19]([F:23])[cH:20][cH:21][cH:22]3)[cH:14][cH:15][cH:16]2)[cH:10]1)[c:28]1[n:29][cH:30][cH:31][c:32]([CH3:34])[cH:33]1. Reactants: [Se](=O)(O)O (Selenious acid), C(C)OC(CC=1C(=CC=C2C=CC(=NC12)C)Cl)=O ((7-chloro-2-methyl-quinolin-8-yl)-acetic acid ethyl ester), [Se](=O)(O)O (selenious acid). Solvent: O (water), O1CCOCC1 (dioxane). Conditions: temperature 100 celsius. Product: C(C)OC(CC=1C(=CC=C2C=CC(=NC12)C=O)Cl)=O ((7-Chloro-2-formyl-quinolin-8-yl)-acetic acid ethyl ester). The yield is 77.0%. RXN SMILES: [Se](O)(O)=[O:2].[CH2:5]([O:7][C:8](=[O:22])[CH2:9][C:10]1[C:11]([Cl:21])=[CH:12][CH:13]=[C:14]2[C:19]=1[N:18]=[C:17]([CH3:20])[CH:16]=[CH:15]2)[CH3:6]>O1CCOCC1.O>[CH2:5]([O:7][C:8](=[O:22])[CH2:9][C:10]1[C:11]([Cl:21])=[CH:12][CH:13]=[C:14]2[C:19]=1[N:18]=[C:17]([CH:20]=[O:2])[CH:16]=[CH:15]2)[CH3:6]. Procedure: Selenious acid (193 mg, 1.50 mmol, 1.1 equiv) was added to a solution of (7-chloro-2-methyl-quinolin-8-yl)-acetic acid ethyl ester in dioxane (12 ml). The reaction mixture was heated to 100° C. After 20 and 40 minutes, additional portions of selenious acid (88 mg each) were added, and heating was continued for a total of 90 minutes. After cooling, the reaction mixture was diluted with water, filtered, and extracted with EtOAc. The combined organic layers were washed with brine, dried over Na2SO4... Procedure: A 250 ml shaker bomb is charged with 79 g (0.50 mole) p-nitrochlorobenzene, 43 g n-butanol, 3 g (0.03 mole) potassium acetate, and 30 g (0.28 mole) sodium carbonate. The reactor is purged with nitrogen and heated to and maintained at 200° C. under autogenous pressure for 9 hours. No increase in pressure is observed and no 4,4'-dinitrodiphenyl ether is formed. This example illustrates that the reaction will not proceed using a protic solvent. Conditions: temperature 200 celsius. Starting materials: [N+](=O)([O-])C1=CC=C(C=C1)Cl (p-nitrochlorobenzene), C(C)(=O)[O-].[K+] (potassium acetate), C([O-])([O-])=O.[Na+].[Na+] (sodium carbonate). Product: C1=CC(=CC=C1[N+](=O)[O-])OC2=CC=C(C=C2)[N+](=O)[O-] (4,4'-dinitrodiphenyl ether). RXN SMILES: [N+:1]([C:4]1[CH:9]=[CH:8][C:7](Cl)=[CH:6][CH:5]=1)([O-:3])=[O:2].[C:11]([O-])(=O)[CH3:12].[K+].[C:16](=[O:19])([O-])[O-].[Na+].[Na+]>C(O)CCC>[CH:9]1[C:4]([N+:1]([O-:3])=[O:2])=[CH:5][CH:6]=[C:7]([O:19][C:16]2[CH:12]=[CH:11][C:4]([N+:1]([O-:3])=[O:2])=[CH:5][CH:6]=2)[CH:8]=1 |f:1.2,3.4.5|. Run in C(CCC)O (n-butanol). Starting materials: COC(=O)[C@H]1N(C[C@@H](C1)S(=O)(=O)C1=C(C=CC=C1)Cl)C(CC(C)=O)=O ((2S,4R)-4-(2-chloro-benzenesulfonyl)-1-(3-oxo-butyryl)-pyrrolidine-2-carboxylic acid methyl ester), COC=1C=CC(=CC1)P2(=S)SP(=S)(S2)C=3C=CC(=CC3)OC (Lawesson's reagent). The product is COC(=O)[C@H]1N(C[C@@H](C1)S(=O)(=O)C1=C(C=CC=C1)Cl)C(CC(C)=O)=S ((2S,4R)-4-(2-Chloro-benzenesulfonyl)-1-(3-oxo-thiobutyryl)-pyrrolidine-2-carboxylic acid methyl ester). Procedure details: In analogy to the procedure described in example 192 g, (2S,4R)-4-(2-chloro-benzenesulfonyl)-1-(3-oxo-butyryl)-pyrrolidine-2-carboxylic acid methyl ester was reacted with Lawesson's reagent to give the title compound as red solid. MS (ESI): m/z=404.1 [M+H]+. As a reaction SMILES: [CH3:1][O:2][C:3]([C@@H:5]1[CH2:9][C@@H:8]([S:10]([C:13]2[CH:18]=[CH:17][CH:16]=[CH:15][C:14]=2[Cl:19])(=[O:12])=[O:11])[CH2:7][N:6]1[C:20](=O)[CH2:21][C:22](=[O:24])[CH3:23])=[O:4].COC1C=CC(P2(SP(C3C=CC(OC)=CC=3)(=S)S2)=[S:35])=CC=1>>[CH3:1][O:2][C:3]([C@@H:5]1[CH2:9][C@@H:8]([S:10]([C:13]2[CH:18]=[CH:17][CH:16]=[CH:15][C:14]=2[Cl:19])(=[O:12])=[O:11])[CH2:7][N:6]1[C:20](=[S:35])[CH2:21][C:22](=[O:24])[CH3:23])=[O:4]. RXN SMILES: [OH-:1].[Na+].O=[C:4]1[CH2:11][C:8]([CH3:10])([CH3:9])[CH2:7][C:6]([CH3:12])=[CH:5]1.C([O-])([O-])=O.[K+].[K+].[CH:19]#[N:20]>[OH-].[Na+].C([O-])([O-])=O.[K+].[K+].CN(C)C=O>[CH3:9][C:8]1([CH3:10])[CH2:7][C:6]([C:19]#[N:20])([CH3:12])[CH2:5][C:4](=[O:1])[CH2:11]1 |f:0.1,3.4.5,7.8,9.10.11|. Solvent: CN(C=O)C (dimethylformamide). The yield is 53.7%. Reagents/catalysts: [OH-].[Na+] (NaOH), C(=O)([O-])[O-].[K+].[K+] (K2CO3). Starting materials: [OH-].[Na+] (NaOH), hydroxides, A-116038, O=C1C=C(CC(C)(C)C1)C (isophorone), carbonates, glycols, oxides, C#N (hydrogen cyanide), cyanides, O=C1C=C(CC(C)(C)C1)C (isophorone), O=C1C=C(CC(C)(C)C1)C (isophorone), glycols, alcoholates, C(=O)([O-])[O-].[K+].[K+] (K2CO3). Yields the product CC1(CC(=O)CC(C1)(C)C#N)C (isophorone nitrile). Procedure: The applicant of published Japanese application JP-A 57-116038 attempted to improve the method cited referring to the previously evaluated DE-AS 10 85 871 and DE-PS 12 40 854. According to the comparison tests disclosed in the Japanese document, a yield of 53.7% was obtained using a methanolic NaOH solution as catalyst (0.9 ml 15% NaOH per 204 g isophorone) after a total reaction time of 4.5 hours and a yield of 71.1% was obtained using K2CO3 as catalyst (4.9 g K2CO3 per 192.2 g isophorone) and ...